Task: describe an organic reaction: reactants, conditions, products, and yield. Dataset: the Open Reaction Database (ORD), a public repository of structured organic reaction records The reactants are C(C)NC1=C(N=C(N1)C1=CC=C(C=C1)F)C1=CC=CC=C1 (5-ethylamino-2-(4-fluorophenyl)-4-phenyl-imidazole), C(=O)OCC (ethyl formate). Product: C(=O)CCNC1=C(N=C(N1)C1=CC=C(C=C1)F)C1=CC=CC=C1 (5-formylethylamino-2-(4-fluorophenyl)-4-phenylimidazole). As a reaction SMILES: [CH2:1]([NH:3][C:4]1[NH:8][C:7]([C:9]2[CH:14]=[CH:13][C:12]([F:15])=[CH:11][CH:10]=2)=[N:6][C:5]=1[C:16]1[CH:21]=[CH:20][CH:19]=[CH:18][CH:17]=1)[CH3:2].[CH:22](OCC)=[O:23]>>[CH:22]([CH2:2][CH2:1][NH:3][C:4]1[NH:8][C:7]([C:9]2[CH:14]=[CH:13][C:12]([F:15])=[CH:11][CH:10]=2)=[N:6][C:5]=1[C:16]1[CH:21]=[CH:20][CH:19]=[CH:18][CH:17]=1)=[O:23]. Procedure details: A mixture of 5-ethylamino-2-(4-fluorophenyl)-4-phenyl-imidazole (145 mg) in ethyl formate (8 ml) was refluxed for 8 hours. After cooling, the mixture was concentrated under reduced pressure, and crystallized from diethyl ether to obtain 5-formylethylamino-2-(4-fluorophenyl)-4-phenylimidazole (136 mg) as colorless crystal. The reactants are N1=C(Cl)N=C(Cl)N=C1Cl (cyanuric chloride), CC(=O)C (acetone), ( 2 ), C([O-])([O-])=O.[Na+].[Na+] (sodium carbonate), NC=1C=C(C(=CC1)C=CC=1C(=CC(=CC1)N)S(=O)(=O)O)S(=O)(=O)O (4,4'-diaminostilbene 2,2'-disulfonic acid), ( 5 ), monoazo. The solvent is O (water). Yields the product C1=C2C=C(C=C(C2=C(C=C1S(=O)(=O)O)N)O)S(=O)(=O)O (H-acid), NC=1C(=CC=CC1)C (o-toluidine). RXN SMILES: N[C:2]1[CH:3]=[C:4](S(O)(=O)=O)[C:5]([CH:8]=[CH:9][C:10]2[C:11]([S:17]([OH:20])(=[O:19])=[O:18])=[CH:12][C:13]([NH2:16])=CC=2)=[CH:6][CH:7]=1.[N:25]1[C:32](Cl)=NC(Cl)=NC=1Cl.C(=O)([O-])[O-].[Na+].[Na+].[CH3:40][C:41]([CH3:43])=[O:42]>O>[CH:10]1[C:11]([S:17]([OH:20])(=[O:18])=[O:19])=[CH:12][C:13]([NH2:16])=[C:43]2[C:9]=1[CH:8]=[C:5]([S:17]([OH:20])(=[O:19])=[O:18])[CH:40]=[C:41]2[OH:42].[NH2:25][C:32]1[C:6]([CH3:5])=[CH:7][CH:2]=[CH:3][CH:4]=1 |f:2.3.4|. Reported procedure: The above dyes can be prepared by a conventional method. For example, the dye (5) can be prepared as follows: One mole of 4,4'-diaminostilbene 2,2'-disulfonic acid is dissolved in water. To this solution, (1) 2 moles of cyanuric chloride dissolved in acetone and (2) an aqueous solution of sodium carbonate are simultaneously added at temperatures below 0° C., with the mixuture kept unalkaline, thereby allowing the added components to react for 2 hours. To the above reaction mixture is added a mon... Starting materials: CC(NC(=O)c1cccc2c1NC1CCCC21)C(=O)O, CC(=O)O. Yields the product CC1NC(=O)c2cccc3c2N(C1=O)C1CCCC31. Reaction SMILES: [CH2:1]1[CH2:2][CH2:3][CH:4]2[NH:5][c:6]3[c:7]([C:13](=[O:14])[NH:15][CH:16]([C:17](=[O:18])[OH:19])[CH3:20])[cH:8][cH:9][cH:10][c:11]3[CH:12]12.[CH3:21][C:22](=[O:23])[OH:24]>>[CH2:1]1[CH2:2][CH2:3][CH:4]2[N:5]3[c:6]4[c:7]([cH:8][cH:9][cH:10][c:11]4[CH:12]12)[C:13](=[O:14])[NH:15][CH:16]([CH3:20])[C:17]3=[O:18]. The reactants are C(C(=O)Cl)(=O)Cl (oxalyl chloride), ClC=1C=CC(=NC1)N (5-chloro-2-aminopyridine), N1=CC=CC=C1 (pyridine), [N+](=O)([O-])C1=C(C(=O)O)C=CC(=C1)C(F)(F)F (2-Nitro-4-(trifluoromethyl)benzoic acid). Reagents/catalysts: CN(C=O)C (N,N-dimethylformamide). Run in C(Cl)(Cl)Cl (Chloroform), C(Cl)(Cl)Cl (chloroform). Conditions: time 3 hour. Yields the product ClC=1C=CC(=NC1)NC(C1=C(C=C(C=C1)C(F)(F)F)[N+](=O)[O-])=O (N-(5-chloropyridin-2-yl)-2-nitro-4-(trifluoromethyl)-benzamide). The yield is 112.8%. Reaction SMILES: [N+:1]([C:4]1[CH:12]=[C:11]([C:13]([F:16])([F:15])[F:14])[CH:10]=[CH:9][C:5]=1[C:6]([OH:8])=O)([O-:3])=[O:2].C(Cl)(=O)C(Cl)=O.[Cl:23][C:24]1[CH:25]=[CH:26][C:27]([NH2:30])=[N:28][CH:29]=1.N1C=CC=CC=1>C(Cl)(Cl)Cl.CN(C)C=O>[Cl:23][C:24]1[CH:25]=[CH:26][C:27]([NH:30][C:6](=[O:8])[C:5]2[CH:9]=[CH:10][C:11]([C:13]([F:16])([F:15])[F:14])=[CH:12][C:4]=2[N+:1]([O-:3])=[O:2])=[N:28][CH:29]=1. Reported procedure: 2-Nitro-4-(trifluoromethyl)benzoic acid (3.0 g) is suspended in chloroform (25 ml), and thereto are added oxalyl chloride (1.67 ml) and N,N-dimethylformamide (2 drops) followed by stirring at room temperature for 3 hours. The reaction solution is concentrated under reduced pressure, and to the residue is poured chloroform (20 ml) to obtain a suspension. Chloroform (30 ml) is added to 5-chloro-2-aminopyridine (1.56 g) and pyridine (1.55 ml), and the solution is ice-cooled. To the solution is adde... Starting materials: COc1n[nH]c2ncc(N)cc12, CCN=C=NCCCN(C)C, CN(C)C=O, CCOC(C)=O, CCCS(=O)(=O)Nc1ccc(F)c(C(=O)O)c1Cl, On1nnc2ccccc21. The product is CCCS(=O)(=O)Nc1ccc(F)c(C(=O)Nc2cnc3[nH]nc(OC)c3c2)c1Cl. Reaction SMILES: [CH3:19][O:20][c:21]1[n:22][nH:23][c:24]2[n:25][cH:26][c:27]([NH2:30])[cH:28][c:29]12.[CH3:31][CH2:32][N:33]=[C:34]=[N:35][CH2:36][CH2:37][CH2:38][N:39]([CH3:40])[CH3:41].[CH3:52][N:53]([CH3:54])[CH:55]=[O:56].[CH3:57][CH2:58][O:59][C:60](=[O:61])[CH3:62].[Cl:1][c:2]1[c:3]([C:4](=[O:5])[OH:6])[c:7]([F:18])[cH:8][cH:9][c:10]1[NH:11][S:12](=[O:13])(=[O:14])[CH2:15][CH2:16][CH3:17].[OH:42][n:43]1[c:44]2[c:45]([cH:46][cH:47][cH:48][cH:49]2)[n:50][n:51]1>>[Cl:1][c:2]1[c:3]([C:4](=[O:6])[NH:30][c:27]2[cH:26][n:25][c:24]3[nH:23][n:22][c:21]([O:20][CH3:19])[c:29]3[cH:28]2)[c:7]([F:18])[cH:8][cH:9][c:10]1[NH:11][S:12](=[O:13])(=[O:14])[CH2:15][CH2:16][CH3:17]. Reactants: ClC1=C(C(=O)O)C=C(C(=C1)Cl)I (2,4-dichloro-5-iodobenzoic acid), C(C)(=O)O (acetic acid), C[Si](C)(C)C=[N+]=[N-] (Trimethylsilyldiazomethane). Run in ClCCl (dichloromethane), CO (methanol). Yields the product COC(C1=C(C=C(C(=C1)I)Cl)Cl)=O (2,4-dichloro-5-iodobenzoic acid methyl ester). As a reaction SMILES: [Cl:1][C:2]1[CH:10]=[C:9]([Cl:11])[C:8]([I:12])=[CH:7][C:3]=1[C:4]([OH:6])=[O:5].[CH3:13][Si](C=[N+]=[N-])(C)C.C(O)(=O)C>ClCCl.CO>[CH3:13][O:5][C:4](=[O:6])[C:3]1[CH:7]=[C:8]([I:12])[C:9]([Cl:11])=[CH:10][C:2]=1[Cl:1]. Reported procedure: Sodium iodate (4.4 g) and iodine (11.1 g) were added to 90% sulfuric acid (330 mL), and stirred at room temperature for 8 hours. 2,4-Dichlorobenzoic acid (21 g) commercially available was added and stirred at the same temperature for 24 hours. The reaction solution was poured into ice water (3 L), and the precipitated solid material was collected by filtration. Further, the solid material was washed with water, and dried under reduced pressure. 2,4-Dichloro-5-iodobenzoic acid (16.8 g) was obtain... Starting materials: C1(=CC=CC2=CC=CC=C12)C(=O)O (Naphthalene-1-carboxylic acid), ClS(=O)(=O)O (chlorosulfonic acid). The solvent is ice water. Reaction conditions: time 8 hour. Product: ClS(=O)(=O)C1=C2C=CC=C(C2=CC=C1)C(=O)O (5-Chlorosulfonyl-naphthalene-1-carboxylic acid). The yield is 80.5%. RXN SMILES: [C:1]1([C:11]([OH:13])=[O:12])[C:10]2[C:5](=[CH:6][CH:7]=[CH:8][CH:9]=2)[CH:4]=[CH:3][CH:2]=1.[Cl:14][S:15](O)(=[O:17])=[O:16]>>[Cl:14][S:15]([C:6]1[CH:7]=[CH:8][CH:9]=[C:10]2[C:5]=1[CH:4]=[CH:3][CH:2]=[C:1]2[C:11]([OH:13])=[O:12])(=[O:17])=[O:16]. Reported procedure: The titled compound was prepared using a modified procedure of Reefschlager et al. (see Reefschlager, J., et al., (2000) EP1038868A2). Naphthalene-1-carboxylic acid (6.56 g, 38.1 mmol) was added in small portions to chlorosulfonic acid (22 g, 12.6 mL, 190 mmol) that was cooled in an ice bath. The reaction was stirred overnight at room temperature. The reaction mixture was poured slowly over ice-water (250 mL) and filtered to afford 45 (8.3 g, 80%) as a white solid. 1H NMR (300 MHz, d6-DMSO) δ 14... Run at temperature 80 celsius. Solvent: CO (MeOH). As a reaction SMILES: [Cl:1][C:2]1[CH:38]=[CH:37][C:5]2[O:6][C:7]3([C:32]4[N:33]([CH:34]=[CH:35][CH:36]=4)[C:4]=2[CH:3]=1)[CH2:12][CH2:11][N:10]([C:13]([C:15]1[CH:20]=[CH:19][C:18]([O:21][CH2:22][C@@H:23]2[CH2:27][O:26]C(C)(C)[O:24]2)=[C:17]([O:30][CH3:31])[CH:16]=1)=[O:14])[CH2:9][CH2:8]3.O.CC1C=CC(S(O)(=O)=O)=CC=1.O>CO>[Cl:1][C:2]1[CH:38]=[CH:37][C:5]2[O:6][C:7]3([C:32]4[N:33]([CH:34]=[CH:35][CH:36]=4)[C:4]=2[CH:3]=1)[CH2:12][CH2:11][N:10]([C:13]([C:15]1[CH:20]=[CH:19][C:18]([O:21][CH2:22][C@@H:23]([OH:24])[CH2:27][OH:26])=[C:17]([O:30][CH3:31])[CH:16]=1)=[O:14])[CH2:9][CH2:8]3 |f:1.2|. The product is ClC1=CC2=C(OC3(CCN(CC3)C(=O)C3=CC(=C(C=C3)OC[C@H](CO)O)OC)C=3N2C=CC3)C=C1 ((S)-(8-chlorospiro[benzo[b]pyrrolo[1,2-d][1,4]oxazine-4,4′-piperidine]-1′-yl)(4-(2,3-dihydroxypropoxy)-3-methoxyphenyl)methanone). The reactants are ClC1=CC2=C(OC3(CCN(CC3)C(=O)C3=CC(=C(C=C3)OC[C@H]3OC(OC3)(C)C)OC)C=3N2C=CC3)C=C1 ((R)-(8-Chlorospiro[benzo[b]pyrrolo[1,2-d][1,4]oxazine-4,4′-piperidine]-1′-yl)(4-((2,2-dimethyl-1,3-dioxolan-4-yl)methoxy)-3-methoxyphenyl)methanone), O.CC1=CC=C(C=C1)S(=O)(=O)O (4-methylbenzenesulfonic acid hydrate), O (H2O). Procedure: (R)-(8-Chlorospiro[benzo[b]pyrrolo[1,2-d][1,4]oxazine-4,4′-piperidine]-1′-yl)(4-((2,2-dimethyl-1,3-dioxolan-4-yl)methoxy)-3-methoxyphenyl)methanone (41 mg, 0.076 mmol) and 4-methylbenzenesulfonic acid hydrate (2.9 mg, 0.015 mmol) were dissolved in MeOH (760 μL) and H2O (76 μL) was added. The reaction mixture was heated at 80° C. for 45 min. The mixture was filtered and the residue was purified by reverse phase HPLC using 5 mM HCl/H2O and MeOH to yield (S)-(8-chlorospiro[benzo[b]pyrrolo[1,2-d][1,... Reactants: FC1=C(C=CC(=C1)C(C)(C)O)C1=CC(=C(S1)NC1=NC(=CC=C1)C=O)C(=O)N (5-(2-fluoro-4-(1-hydroxy-1-methylethyl)phenyl)-2-((6-formyl-2-pyridinyl)amino)-3-thiophenecarboxamide), BrC1=CC=CC(=N1)CN1CCC2(COC(N2)=O)CC1 (8-[(6-bromopyridin-2-yl)methyl]-3-oxa-1,8-diazaspiro[4.5]decan-2-one). Product: FC1=C(C=CC(=C1)C(C)(C)O)C1=CC(=C(S1)NC1=NC(=CC=C1)CN1CCC2(COC(N2)=O)CC1)C(=O)N (5-[2-Fluoro-4-(1-hydroxy-1-methylethyl)phenyl]-2-({6-[(2-oxo-3-oxa-1,8-diazaspiro[4.5]dec-8-yl)methyl]pyridin-2-yl}amino)thiophene-3-carboxamide). RXN SMILES: [F:1][C:2]1[CH:7]=[C:6]([C:8]([OH:11])([CH3:10])[CH3:9])[CH:5]=[CH:4][C:3]=1[C:12]1[S:16][C:15]([NH:17][C:18]2[CH:23]=[CH:22][CH:21]=[C:20]([CH:24]=O)[N:19]=2)=[C:14]([C:26]([NH2:28])=[O:27])[CH:13]=1.BrC1N=C(C[N:37]2[CH2:47][CH2:46][C:40]3([NH:44][C:43](=[O:45])[O:42][CH2:41]3)[CH2:39][CH2:38]2)C=CC=1>>[F:1][C:2]1[CH:7]=[C:6]([C:8]([OH:11])([CH3:10])[CH3:9])[CH:5]=[CH:4][C:3]=1[C:12]1[S:16][C:15]([NH:17][C:18]2[CH:23]=[CH:22][CH:21]=[C:20]([CH2:24][N:37]3[CH2:38][CH2:39][C:40]4([NH:44][C:43](=[O:45])[O:42][CH2:41]4)[CH2:46][CH2:47]3)[N:19]=2)=[C:14]([C:26]([NH2:28])=[O:27])[CH:13]=1. Procedure details: The title compound was prepared according to Example 106 Step 2 using 5-(2-fluoro-4-(1-hydroxy-1-methylethyl)phenyl)-2-((6-formyl-2-pyridinyl)amino)-3-thiophenecarboxamide (19.5 mg, 0.05 mmol) and 8-[(6-bromopyridin-2-yl)methyl]-3-oxa-1,8-diazaspiro[4.5]decan-2-one (7.6 mg, 0.05 mmol) as the starting materials.